From a dataset of the Open Reaction Database (ORD), a public repository of structured organic reaction records. describe an organic reaction: reactants, conditions, products, and yield Reactants: C[O-], CO, [Na+], COP(OC)OC, NS(=O)(=O)c1cccs1. The product is COP(=O)(CNS(=O)(=O)c1cccs1)OC. Reaction SMILES: [CH3:10][O-:11].[CH3:20][OH:21].[Na+:12].[P:13]([O:14][CH3:15])([O:16][CH3:17])[O:18][CH3:19].[s:1]1[c:2]([S:6](=[O:7])(=[O:8])[NH2:9])[cH:3][cH:4][cH:5]1>>[s:1]1[c:2]([S:6](=[O:7])(=[O:8])[NH:9][CH2:10][P:13]([O:14][CH3:15])([O:16][CH3:17])=[O:18])[cH:3][cH:4][cH:5]1. RXN SMILES: [Br:12][c:13]1[cH:14][cH:15][c:16](-[c:19]2[o:20][c:21]([CH3:31])[c:22]([CH2:24][CH2:25][N:26]3[CH2:27][CH2:28][CH2:29][CH2:30]3)[n:23]2)[cH:17][cH:18]1.[CH3:1][O:2][c:3]1[cH:4][n:5][cH:6][c:7]([B:9]([OH:10])[OH:11])[cH:8]1>>[CH3:1][O:2][c:3]1[cH:4][n:5][cH:6][c:7](-[c:13]2[cH:14][cH:15][c:16](-[c:19]3[o:20][c:21]([CH3:31])[c:22]([CH2:24][CH2:25][N:26]4[CH2:27][CH2:28][CH2:29][CH2:30]4)[n:23]3)[cH:17][cH:18]2)[cH:8]1. Reactants: Cc1oc(-c2ccc(Br)cc2)nc1CCN1CCCC1, COc1cncc(B(O)O)c1. The product is COc1cncc(-c2ccc(-c3nc(CCN4CCCC4)c(C)o3)cc2)c1. Starting materials: CN(C)C=O, Cc1ccc2oc(C(Cl)C3CCCCC3)c(C)c2c1, Cl, [I-], CCOC(=O)CCN(C)C(=O)c1ccc(N)cc1, [Na+], [Na+], [Na+], O=C([O-])[O-]. Yields the product CCOC(=O)CCN(C)C(=O)c1ccc(NC(c2oc3ccc(C)cc3c2C)C2CCCCC2)cc1. As a reaction SMILES: [CH3:47][N:48]([CH3:49])[CH:50]=[O:51].[Cl:1][CH:2]([c:3]1[o:4][c:5]2[c:6]([c:7]1[CH3:8])[cH:9][c:10]([CH3:13])[cH:11][cH:12]2)[CH:14]1[CH2:15][CH2:16][CH2:17][CH2:18][CH2:19]1.[ClH:46].[I-:39].[NH2:20][c:21]1[cH:22][cH:23][c:24]([C:27](=[O:28])[N:29]([CH2:30][CH2:31][C:32](=[O:33])[O:34][CH2:35][CH3:36])[CH3:37])[cH:25][cH:26]1.[Na+:38].[Na+:40].[Na+:41].[O-:42][C:43](=[O:44])[O-:45]>>[CH:2]([c:3]1[o:4][c:5]2[c:6]([c:7]1[CH3:8])[cH:9][c:10]([CH3:13])[cH:11][cH:12]2)([CH:14]1[CH2:15][CH2:16][CH2:17][CH2:18][CH2:19]1)[NH:20][c:21]1[cH:22][cH:23][c:24]([C:27](=[O:28])[N:29]([CH2:30][CH2:31][C:32](=[O:33])[O:34][CH2:35][CH3:36])[CH3:37])[cH:25][cH:26]1. Starting materials: C(C)C1=C(C(=CC(=C1)C)CC)C(C(=O)N(N)C)=O (1-[2-(2,6-diethyl-4-methylphenyl)-2-oxoacetyl]-1-methylhydrazine), CO (methanol), C=O (formalin). Run in O (Water). Reaction conditions: time 2.5 hour. Yields the product C(C)C1=C(C(=CC(=C1)C)CC)C(C(=O)N(N=C)C)=O (1-[2-(2,6-diethyl-4-methylphenyl)-2-oxoacetyl]-1-methyl-2-methylidenehydrazine). Yield: 92.5%. Reaction SMILES: [CH2:1]([C:3]1[CH:8]=[C:7]([CH3:9])[CH:6]=[C:5]([CH2:10][CH3:11])[C:4]=1[C:12](=[O:18])[C:13]([N:15]([CH3:17])[NH2:16])=[O:14])[CH3:2].[CH3:19]O.C=O>O>[CH2:1]([C:3]1[CH:8]=[C:7]([CH3:9])[CH:6]=[C:5]([CH2:10][CH3:11])[C:4]=1[C:12](=[O:18])[C:13]([N:15]([CH3:17])[N:16]=[CH2:19])=[O:14])[CH3:2]. Procedure: To a test tube (outside diameter 21 mmφ×overall length 160 mm), 100 mg of 1-[2-(2,6-diethyl-4-methylphenyl)-2-oxoacetyl]-1-methylhydrazine ((12-2)-(11)-39), 380 mg of methanol and 130 μl of 37 wt % formalin aqueous solution were added and the mixture was stirred at room temperature for 2.5 hours. Water was added to the reaction mixture and the resultant was extracted with chloroform three times. The organic layers were combined, dried over anhydrous magnesium sulfate and concentrated under reduc...